Task: describe an organic reaction: reactants, conditions, products, and yield. Dataset: the Open Reaction Database (ORD), a public repository of structured organic reaction records Starting materials: C1(CC1)C(=CC=C(C)C1=CC(=C(C=C1)F)OC1=CC=CC=C1)C1=CC=C(C=C1)Cl (1-cyclopropyl-1-(4-chlorophenyl)-4-(4-fluoro-3-phenoxyphenyl)-1,3-pentadiene), [Mg] (magnesium). The solvent is CO (methanol), C(C)O (ethanol). Conditions: time 18 hour. Product: C1(CC1)C(C=CC(C)C1=CC(=C(C=C1)F)OC1=CC=CC=C1)C1=CC=C(C=C1)Cl (1-cyclopropyl-1-(4-chlorophenyl)-4-(4-fluoro-3-phenoxyphenyl)-2-pentene). The yield is 5.7%. Reaction SMILES: [CH:1]1([C:4]([C:23]2[CH:28]=[CH:27][C:26]([Cl:29])=[CH:25][CH:24]=2)=[CH:5][CH:6]=[C:7]([C:9]2[CH:14]=[CH:13][C:12]([F:15])=[C:11]([O:16][C:17]3[CH:22]=[CH:21][CH:20]=[CH:19][CH:18]=3)[CH:10]=2)[CH3:8])[CH2:3][CH2:2]1.[Mg]>CO.C(O)C>[CH:1]1([CH:4]([C:23]2[CH:28]=[CH:27][C:26]([Cl:29])=[CH:25][CH:24]=2)[CH:5]=[CH:6][CH:7]([C:9]2[CH:14]=[CH:13][C:12]([F:15])=[C:11]([O:16][C:17]3[CH:18]=[CH:19][CH:20]=[CH:21][CH:22]=3)[CH:10]=2)[CH3:8])[CH2:3][CH2:2]1. Reported procedure: A mixture of 0.40 gram (0.01 mole) of 1-cyclopropyl-1-(4-chlorophenyl)-4-(4-fluoro-3-phenoxyphenyl)-1,3-pentadiene and 2.43 grams (0.1 mole) of magnesium in 25 ml of methanol and 5 ml of ethanol was vigorously stirred for about 18 hours at ambient temperature. After this time the reaction was quenched with aqueous 3N hydrochloric acid, and the reaction mixture was extracted with two 25 ml portions of diethyl ether. The combined extracts were dried with magnesium sulfate and filtered. The filtrat... Reactants: C(=O)C=1C=CC(=C(C(=O)OC)C1)O (methyl 5-formyl-2-hydroxybenzoate), Mg(ClO4)2, COC1=CC2=C(N=C(S2)N)C=C1 (6-methoxybenzo[d]thiazol-2-amine), P(OCC)(OCC)[O-] (diethyl phosphite). Run in C1(=CC=CC=C1)C (toluene). The product is OC1=CC=C(C=C1)C(NC=1SC2=C(N1)C=CC(=C2)OC)P(OC)(OC)=O (dimethyl ((4-hydroxyphenyl)((6-methoxybenzo[d]thiazol-2-yl)amino)methyl)phosphonate). RXN SMILES: [CH:1]([C:3]1[CH:4]=[CH:5][C:6]([OH:13])=[C:7]([CH:12]=1)C(OC)=O)=O.[CH3:14][O:15][C:16]1[CH:25]=[CH:24][C:19]2[N:20]=[C:21]([NH2:23])[S:22][C:18]=2[CH:17]=1.[P:26]([O-:33])([O:30][CH2:31]C)[O:27][CH2:28]C>C1(C)C=CC=CC=1>[OH:13][C:6]1[CH:7]=[CH:12][C:3]([CH:1]([P:26](=[O:33])([O:30][CH3:31])[O:27][CH3:28])[NH:23][C:21]2[S:22][C:18]3[CH:17]=[C:16]([O:15][CH3:14])[CH:25]=[CH:24][C:19]=3[N:20]=2)=[CH:4][CH:5]=1. Procedure: The mixture of 4-hydroxybenzaldehyde (2) (0.067 g, 5 mmol) and Mg(ClO4)2 (0.12 g, 5 mol %) was stirred for 10-15 minutes in anhydrous toluene (5 mL), after which time 6-methoxybenzo[d]thiazol-2-amine (1) (0.1 g, 5 mmol) and diethyl phosphite (0.076 g, 5 mmol) were added, and the reaction mixture was refluxed for 3 hours followed by usual workup and chromatographic purification [silica gel:EtOAc-Dichloromethane (8.5:1.5) as eluent] afforded the dimethyl ((4-hydroxyphenyl)((6-methoxybenzo[d]thiazo... The reactants are FC1=C(N)C=CC=C1 (2-fluoroaniline), O (H2O), C[Al](C)C (AlMe3), C(C)OC(=O)C1=CNC=2CCCC=3C(C12)=NN(C3)C (2-methyl-4,5,6,7-tetrahydro-2H-1,2,7-triaza-cyclopenta[e]azulene-9-carboxylic acid ethyl ester). Run in C(Cl)Cl (CH2Cl2), CCOCC (Et2O), [NH4+].[Cl-] (NH4Cl). Reaction conditions: time 1 hour. Product: FC1=C(C=CC=C1)NC(=O)C1=CNC=2CCCC=3C(C12)=NN(C3)C (2-methyl-4,5,6,7-tetrahydro-2H-1,2,7-triaza-cyclopenta[e]azulene-9-carboxylic acid (2-fluoro-phenyl)-amide). Isolated yield 60.1%. As a reaction SMILES: [F:1][C:2]1[CH:8]=[CH:7][CH:6]=[CH:5][C:3]=1[NH2:4].C[Al](C)C.C([O:15][C:16]([C:18]1[C:27]2[C:26]3=[N:28][N:29]([CH3:31])[CH:30]=[C:25]3[CH2:24][CH2:23][CH2:22][C:21]=2[NH:20][CH:19]=1)=O)C.O>C(Cl)Cl.[NH4+].[Cl-].CCOCC>[F:1][C:2]1[CH:8]=[CH:7][CH:6]=[CH:5][C:3]=1[NH:4][C:16]([C:18]1[C:27]2[C:26]3=[N:28][N:29]([CH3:31])[CH:30]=[C:25]3[CH2:24][CH2:23][CH2:22][C:21]=2[NH:20][CH:19]=1)=[O:15] |f:5.6|. Reported procedure: To a solution of 2-fluoroaniline (103 mg, 0.926 mmol) in CH2Cl2 (2.0 mL) at 0° C. under N2 is slowly added AlMe3 (0.46 mL, 2.0 M in toluene). The resulting solution is stirred at room temperature for 1 h. Next, 2-methyl-4,5,6,7-tetrahydro-2H-1,2,7-triaza-cyclopenta[e]azulene-9-carboxylic acid ethyl ester (60 mg, 0.231 mmol) is added in one portion. The resulting mixture is then stirred at reflux for 2 h. After cooling, the reaction mixture is carefully diluted with saturated aq NH4Cl (˜5 mL) and... Reactants: C(C1=CC=CC=C1)OC1=CC=C(C=C1)C1=C2C(=NC(=C1Cl)CN1C(CCC1=O)=O)SC=1CNCCC12 (4-(4-benzyloxyphenyl)-3-chloro-5,6,7,8-tetrahydro-2-(succinimidomethyl)thieno[2,3-b:5,4-c′]dipyridine), C([O-])(O)=O.[Na+] (sodium bicarbonate), O (water). Reagents/catalysts: [Ti](Cl)(Cl)(Cl)Cl (titanium tetrachloride). Run in C(Cl)Cl (methylene chloride). Run at time 2 hour. Yields the product ClC=1C(=C2C(=NC1CN1C(CCC1=O)=O)SC=1CNCCC12)C1=CC=C(C=C1)O (3-chloro-4-(4-hydroxyphenyl)-5,6,7,8-tetrahydro-2-(succinimidomethyl)thieno[2,3-b:5,4-c′]dipyridine). The yield is 61.5%. Reaction SMILES: C([O:8][C:9]1[CH:14]=[CH:13][C:12]([C:15]2[C:20]([Cl:21])=[C:19]([CH2:22][N:23]3[C:27](=[O:28])[CH2:26][CH2:25][C:24]3=[O:29])[N:18]=[C:17]3[S:30][C:31]4[CH2:32][NH:33][CH2:34][CH2:35][C:36]=4[C:16]=23)=[CH:11][CH:10]=1)C1C=CC=CC=1.O.C(=O)(O)[O-].[Na+]>C(Cl)Cl.[Ti](Cl)(Cl)(Cl)Cl>[Cl:21][C:20]1[C:15]([C:12]2[CH:11]=[CH:10][C:9]([OH:8])=[CH:14][CH:13]=2)=[C:16]2[C:36]3[CH2:35][CH2:34][NH:33][CH2:32][C:31]=3[S:30][C:17]2=[N:18][C:19]=1[CH2:22][N:23]1[C:24](=[O:29])[CH2:25][CH2:26][C:27]1=[O:28] |f:2.3|. Reported procedure: To a solution of the compound obtained in Example 14 (600 mg) in methylene chloride (20 ml) was added titanium tetrachloride (1.1 g) while cooling with ice. After stirring for 2 hours at room temperature followed by addition of water (10 ml), the stirring was continued for further 15 minutes. After discontinuing the stirring, the aqueous layer was isolated, and neutralized with saturated aqueous sodium bicarbonate, and then extracted with ethyl acetate-tetrahydrofurane (3:1, v/v). The extracted ... Starting materials: I(=O)(=O)(=O)[O-].[Na+] (sodium periodate), ClC=1C=C2C(=CC=3N(C2=CC1)C(=NN3)C)C3=CC=CC=C3 (7-chloro-1-methyl-5-phenyl-s-triazolo[4,3-a]quinoline), I(=O)(=O)(=O)[O-].[Na+] (sodium periodate). The reagents and catalysts are [Ru](=O)=O (ruthenium dioxide). The solvent is O (water), CC(=O)C (acetone). Conditions: time 45 minute. Product: ClC=1C=CC(=C(C(=O)C2=CC=CC=C2)C1)N1C(=NN=C1)C (5-chloro-2-(3-methyl-4H-1,2,4-triazol-4 -yl)benzophenone). Isolated yield 23.4%. Reaction SMILES: [Cl:1][C:2]1[CH:3]=[C:4]2[C:9](=[CH:10][CH:11]=1)[N:8]1[C:12](C)=[N:13][N:14]=[C:7]1[CH:6]=[C:5]2[C:16]1[CH:21]=[CH:20][CH:19]=[CH:18][CH:17]=1.I([O-])(=O)(=O)=[O:23].[Na+]>CC(C)=O.O.[Ru](=O)=O>[Cl:1][C:2]1[CH:11]=[CH:10][C:9]([N:8]2[CH:12]=[N:13][N:14]=[C:7]2[CH3:6])=[C:4]([CH:3]=1)[C:5]([C:16]1[CH:21]=[CH:20][CH:19]=[CH:18][CH:17]=1)=[O:23] |f:1.2|. Procedure: A stirred suspension of 7-chloro-1-methyl-5-phenyl-s-triazolo[4,3-a]quinoline (2.94 g., 0.01 mole) in acetone (110 ml.) was cooled in an ice-bath and treated slowly with a solution prepared by adding sodium periodate (2 g.) to a stirred suspension of ruthenium dioxide (200 mg.) in water (35 ml.). The mixture became dark. Additional sodium periodate (8 g.) was added during the next 15 minutes. The ice bath was removed and the mixture was stirred for 45 minutes. Additional sodium periodate (4 g.) ... Reactants: CCCCCC[SiH](CCCCCC)CCCCCC, COc1c(C(=O)N(C)C)cnc2ccc(I)cc12, CN(C)C=O, CC(=O)[O-], CC(=O)[O-], [Pd+2], PCCC(c1ccccc1)c1ccccc1. Yields the product COc1c(C(=O)N(C)C)cnc2ccc(C=O)cc12. RXN SMILES: [CH2:35]([SiH:36]([CH2:37][CH2:38][CH2:39][CH2:40][CH2:41][CH3:42])[CH2:43][CH2:44][CH2:45][CH2:46][CH2:47][CH3:48])[CH2:49][CH2:50][CH2:51][CH2:52][CH3:53].[CH3:1][N:2]([C:3](=[O:4])[c:5]1[cH:6][n:7][c:8]2[cH:9][cH:10][c:11]([I:17])[cH:12][c:13]2[c:14]1[O:15][CH3:16])[CH3:18].[CH3:54][N:55]([CH:56]=[O:57])[CH3:58].[O-:60][C:61]([CH3:62])=[O:63].[O-:64][C:65]([CH3:66])=[O:67].[Pd+2:59].[c:19]1([CH:20]([c:21]2[cH:22][cH:23][cH:24][cH:25][cH:26]2)[CH2:27][CH2:28][PH2:29])[cH:30][cH:31][cH:32][cH:33][cH:34]1>>[CH3:1][N:2]([C:3](=[O:4])[c:5]1[cH:6][n:7][c:8]2[cH:9][cH:10][c:11]([CH:56]=[O:57])[cH:12][c:13]2[c:14]1[O:15][CH3:16])[CH3:18].